This data is from the Open Reaction Database (ORD), a public repository of structured organic reaction records. The task is: describe an organic reaction: reactants, conditions, products, and yield Starting materials: NC(NCCC[C@@H](NC(=O)OC(C)(C)C)C(=O)NCC1=CC=C(C=C1)OCC)=N[N+](=O)[O-] ((R)-N5 -[amino(nitroimino)methyl]-N2 -[(tert.-butyloxy)carbonyl]-N-[(4-ethoxyphenyl)methyl]-ornithinamide), FC(C(=O)O)(F)F (trifluoroacetic acid), [OH-].[Na+] (sodium hydroxide). The product is NC(NCCC[C@@H](N)C(=O)NCC1=CC=C(C=C1)OCC)=N[N+](=O)[O-].FC(C(=O)[O-])(F)F ((R)-N5 -[Amino(nitroimino)methyl]-N-[(4-ethoxyphenyl)-methyl]-ornithinamide trifluoroacetate). Isolated yield 70.0%. As a reaction SMILES: [NH2:1][C:2](=[N:29][N+:30]([O-:32])=[O:31])[NH:3][CH2:4][CH2:5][CH2:6][C@H:7]([C:16]([NH:18][CH2:19][C:20]1[CH:25]=[CH:24][C:23]([O:26][CH2:27][CH3:28])=[CH:22][CH:21]=1)=[O:17])[NH:8]C(OC(C)(C)C)=O.[F:33][C:34]([F:39])([F:38])[C:35]([OH:37])=[O:36].[OH-].[Na+]>>[NH2:1][C:2](=[N:29][N+:30]([O-:32])=[O:31])[NH:3][CH2:4][CH2:5][CH2:6][C@H:7]([C:16]([NH:18][CH2:19][C:20]1[CH:21]=[CH:22][C:23]([O:26][CH2:27][CH3:28])=[CH:24][CH:25]=1)=[O:17])[NH2:8].[F:33][C:34]([F:39])([F:38])[C:35]([O-:37])=[O:36] |f:2.3,4.5|. Procedure details: Prepared analogously to Example 5e) from (R)-N5 -[amino(nitroimino)methyl]-N2 -[(tert.-butyloxy)carbonyl]-N-[(4-ethoxyphenyl)methyl]-ornithinamide by the action of trifluoroacetic acid in a yield of 70% of theory. The base liberated from the salt by treatment with 1N sodium hydroxide solution melted at 182°-184° C. (ethyl acetate).